Dataset: the Open Reaction Database (ORD), a public repository of structured organic reaction records. Task: describe an organic reaction: reactants, conditions, products, and yield Reactants: COC=1C=C(C(=O)O)C=C(C1OC)OC (3,4,5-trimethoxybenzoic acid), S(O)(O)(=O)=O (sulfuric acid), CO (methanol). Yields the product COC(C1=CC(=C(C(=C1)OC)OC)OC)=O (3,4,5-trimethoxybenzoic acid methyl ester). RXN SMILES: [CH3:1][O:2][C:3]1[CH:4]=[C:5]([CH:9]=[C:10]([O:14][CH3:15])[C:11]=1[O:12][CH3:13])[C:6]([OH:8])=[O:7].S(=O)(=O)(O)O.[CH3:21]O>>[CH3:21][O:7][C:6](=[O:8])[C:5]1[CH:9]=[C:10]([O:14][CH3:15])[C:11]([O:12][CH3:13])=[C:3]([O:2][CH3:1])[CH:4]=1. Reported procedure: A solution of 50 g of 3,4,5-trimethoxybenzoic acid in 500 ml dry methanol containing 4.8 ml of conc. sulfuric acid was refluxed under anhydrous condition for 18 hr and concentrated to half the volume. The solution was poured into ice water and extracted with methylene chloride. The organic extract was washed with cold 0.5 N sodium hydroxide and water, dried over sodium sulfate, evaporated and crystallized from hexane to give 3,4,5-trimethoxybenzoic acid methyl ester, mp 65°-66° C. Reactants: C(CC(=O)C)(=O)OCC(CN(C)CC1=CC=CC=C1)(C)C (3-(N-benzyl-N-methylamino)-2,2-dimethylpropyl acetoacetate), ice water, ice water, N (ammonia). Solvent: C(C)O (ethanol). Conditions: time 8 hour. Product: N\C(=C/C(=O)OCC(CN(C)CC1=CC=CC=C1)(C)C)\C (3-(N-benzyl-N-methylamino)-2,2-dimethylpropyl 3-aminocrotonate). RXN SMILES: [C:1]([O:7][CH2:8][C:9]([CH3:21])([CH3:20])[CH2:10][N:11]([CH2:13][C:14]1[CH:19]=[CH:18][CH:17]=[CH:16][CH:15]=1)[CH3:12])(=[O:6])[CH2:2][C:3]([CH3:5])=O.[NH3:22]>C(O)C>[NH2:22]/[C:3](/[CH3:5])=[CH:2]\[C:1]([O:7][CH2:8][C:9]([CH3:21])([CH3:20])[CH2:10][N:11]([CH2:13][C:14]1[CH:19]=[CH:18][CH:17]=[CH:16][CH:15]=1)[CH3:12])=[O:6]. Procedure details: A solution of 5.07 g of 3-(N-benzyl-N-methylamino)-2,2-dimethylpropyl acetoacetate in 15 ml of ethanol was cooled with ice-water. The solution was bubled gasous ammonia and then stirred at room temperature. The solution stood at room temperature overnight. To the solution was added ice-water, and then a precipitated white solid was removed. The solid was washed with water and dried under reduced pressure to yield 4.79 g of the desired compound. Reagents/catalysts: [C].[Pd] (palladium-carbon). The product is Cl.NC1=CC=C2CCC3(N(CCCC3)C(C(F)(F)F)=O)C(C2=C1)=O (7-amino-1'-trifluoroacetyl-3,4-dihydrospiro[naphthalene-2(1H),2'-piperidine]-1-one hydrochloride). Procedure details: To a solution of 3.0 g of 1'-trifluoroacetyl-3,4-dihydro-7-nitrospiro[naphthalene-2(1H),2'-piperidine]-1-one in 50 ml of ethanol, 0.30 g of 10% palladium-carbon catalyst and 2 ml of concentrate hydrochloric acid were added, followed by 3 hours of catalytic reduction at normal pressure and temperature. After the catalyst was filtered off, the filtrate was distilled to remove the solvent. The residue was dissolved in methylene chloride and washed with water. The methylene chloride layer was dried ... RXN SMILES: [F:1][C:2]([F:25])([F:24])[C:3]([N:5]1[CH2:10][CH2:9][CH2:8][CH2:7][C:6]21[CH2:19][CH2:18][C:17]1[C:12](=[CH:13][C:14]([N+:20]([O-])=O)=[CH:15][CH:16]=1)[C:11]2=[O:23])=[O:4].[ClH:26]>C(O)C.[C].[Pd]>[ClH:26].[NH2:20][C:14]1[CH:13]=[C:12]2[C:17]([CH2:18][CH2:19][C:6]3([C:11]2=[O:23])[CH2:7][CH2:8][CH2:9][CH2:10][N:5]3[C:3](=[O:4])[C:2]([F:25])([F:1])[F:24])=[CH:16][CH:15]=1 |f:3.4,5.6|. Run at time 3 hour. Solvent: C(C)O (ethanol). Reactants: FC(C(=O)N1C2(CCCC1)C(C1=CC(=CC=C1CC2)[N+](=O)[O-])=O)(F)F (1'-trifluoroacetyl-3,4-dihydro-7-nitrospiro[naphthalene-2(1H),2'-piperidine]-1-one), Cl (hydrochloric acid). Reactants: C=C(C)OC(NC1CCOCC1)=O (prop-1-en-2-yl(tetrahydro-2H-pyran-4-yl)carbamate), C1CCC2=NCCCN2CC1 (DBU), C(C#C)N (propargylamine). Solvent: O1CCOCC1 (dioxane), [Cl-].[Na+].O (brine). Conditions: temperature 90 celsius. Product: C(C#C)NC(=O)NC1CCOCC1 (1-(prop-2-yn-1-yl)-3-(tetrahydro-2H-pyran-4-yl)urea). Isolated yield 81.0%. As a reaction SMILES: C=C(O[C:5](=[O:13])[NH:6][CH:7]1[CH2:12][CH2:11][O:10][CH2:9][CH2:8]1)C.C1CCN2[C:17](=[N:18]CCC2)[CH2:16][CH2:15]1.C(N)C#C>O1CCOCC1.[Cl-].[Na+].O>[CH2:17]([NH:18][C:5]([NH:6][CH:7]1[CH2:8][CH2:9][O:10][CH2:11][CH2:12]1)=[O:13])[C:16]#[CH:15] |f:4.5.6|. Procedure details: A solution of prop-1-en-2-yl(tetrahydro-2H-pyran-4-yl)carbamate (0.50 g, 2.70 mmol) in dioxane (20 mL) was treated with DBU (0.1 mL) and propargylamine (0.149 g, 2.70 mmol) and heated at 90° C. overnight. The mixture was cooled to RT, treated with brine and extracted with EtOAc (3×). The combined organics were dried over Na2SO4, concentrated to dryness, treated with Et2O and the resulting solid collected via filtration to afford 1-(prop-2-yn-1-yl)-3-(tetrahydro-2H-pyran-4-yl)urea (400 mg, 81%). ... The reactants are C(C)(=O)OCC (Ethyl acetate), FC(OC[C@H](C)OC=1C=C(C(=O)NC2=NN(C=C2)C)C=C(C1)O)F (3-[(2S)-1-(difluoromethoxy)propan-2-yl]oxy-5-hydroxy-N-(1-methylpyrazol-3-yl)benzamide), BrC=1C=CC(=NC1)S(=O)(=O)C (5-bromo-2-methylsulfonyl-pyridine), C([O-])([O-])=O.[Cs+].[Cs+] (cesium carbonate). The reagents and catalysts are C1=CC=C(C=C1)P(C2=CC=CC=C2)C3=CC=CC=C3.C1=CC=C(C=C1)P(C2=CC=CC=C2)C3=CC=CC=C3.C1=CC=C(C=C1)P(C2=CC=CC=C2)C3=CC=CC=C3.[Cu]Br (bromotris(triphenylphosphine)copper(I)). The solvent is CC(=O)N(C)C (DMA). The product is FC(OC[C@H](C)OC=1C=C(C(=O)NC2=NN(C=C2)C)C=C(C1)OC=1C=NC(=CC1)S(=O)(=O)C)F (3-[(2S)-1-(difluoromethoxy)propan-2-yl]oxy-N-(1-methylpyrazol-3-yl)-5-(6-methylsulfonylpyridin-3-yl)oxy-benzamide). As a reaction SMILES: [F:1][CH:2]([F:24])[O:3][CH2:4][C@@H:5]([O:7][C:8]1[CH:9]=[C:10]([CH:20]=[C:21]([OH:23])[CH:22]=1)[C:11]([NH:13][C:14]1[CH:18]=[CH:17][N:16]([CH3:19])[N:15]=1)=[O:12])[CH3:6].Br[C:26]1[CH:27]=[CH:28][C:29]([S:32]([CH3:35])(=[O:34])=[O:33])=[N:30][CH:31]=1.C(=O)([O-])[O-].[Cs+].[Cs+].C(OCC)(=O)C>CC(N(C)C)=O.C1C=CC(P(C2C=CC=CC=2)C2C=CC=CC=2)=CC=1.C1C=CC(P(C2C=CC=CC=2)C2C=CC=CC=2)=CC=1.C1C=CC(P(C2C=CC=CC=2)C2C=CC=CC=2)=CC=1.[Cu]Br>[F:24][CH:2]([F:1])[O:3][CH2:4][C@@H:5]([O:7][C:8]1[CH:9]=[C:10]([CH:20]=[C:21]([O:23][C:26]2[CH:31]=[N:30][C:29]([S:32]([CH3:35])(=[O:34])=[O:33])=[CH:28][CH:27]=2)[CH:22]=1)[C:11]([NH:13][C:14]1[CH:18]=[CH:17][N:16]([CH3:19])[N:15]=1)=[O:12])[CH3:6] |f:2.3.4,7.8.9.10|. Procedure details: A mixture of 3-[(2S)-1-(difluoromethoxy)propan-2-yl]oxy-5-hydroxy-N-(1-methylpyrazol-3-yl)benzamide (100 mg, 0.29 mmol), 5-bromo-2-methylsulfonyl-pyridine (CAS no. 98626-95-0) (77 mg, 0.32 mmol), cesium carbonate (191 mg, 0.59 mmol) and bromotris(triphenylphosphine)copper(I) (55 mg, 0.06 mmol) in DMA (5 mL) was stirred in a microwave reactor at 160° C. for 6 hours. Ethyl acetate (50 mL) was added and washed with water (50 mL), brine (50 mL), dried (MgSO4), filtered and reduced in vacuo. The resi... Reactants: C(C)OC(=O)CCN1C(CC1=O)(C(=O)OCC)C(=O)OCC (diethyl 1-(2-ethoxycarbonylethyl)-4-oxo-2,2-azetidine-dicarboxylate), [Cl-].[Na+] (sodium chloride), O (water). The solvent is CS(=O)C (dimethyl sulfoxide). Reaction conditions: temperature 180 celsius, time 9 hour. Yields the product C(C)OC(=O)CCN1C(CC1=O)C(=O)OCC (Ethyl 1-(2-ethoxycarbonylethyl)-4-oxo-2-azetidine-carboxylate). RXN SMILES: [CH2:1]([O:3][C:4]([CH2:6][CH2:7][N:8]1[C:11](=[O:12])[CH2:10][C:9]1(C(OCC)=O)[C:13]([O:15][CH2:16][CH3:17])=[O:14])=[O:5])[CH3:2].[Cl-].[Na+].O>CS(C)=O>[CH2:1]([O:3][C:4]([CH2:6][CH2:7][N:8]1[C:11](=[O:12])[CH2:10][CH:9]1[C:13]([O:15][CH2:16][CH3:17])=[O:14])=[O:5])[CH3:2] |f:1.2|. Procedure: To a solution of 9.5 g. (30 mmoles) of crude diethyl 1-(2-ethoxycarbonylethyl)-4-oxo-2,2-azetidine-dicarboxylate in 10 ml. of dimethyl sulfoxide 2.11 g. (36 mmoles) of sodium chloride and 1.1 ml. (60 mmoles) of water are added and the mixture is stirred for 9 hours at an oil bath of 180° C. The reaction mixture is poured on 200 ml. saturated aqueous hydrochloric acid solution and extracted with five 60-ml. portions of ether. The ethereal extract is dried with magnesium sulfate, filtered and the ... Starting materials: CC1(OC(CC(C1)=O)(C)C)C (2,2,6,6-tetramethyl-tetrahydro-pyran-4-one), C1(=CC=C(C=C1)S(=O)(=O)C[N+]#[C-])C (p-toluenesulfonylmethyl isocyanide), C(C)(C)(C)O (t-butanol), CC(C)([O-])C.[K+] (potassium t-butoxide). Solvent: C(OC)COC (dimethoxyethane), C(C)OCC (diethyl ether). Reaction conditions: temperature 35 celsius. Product: CC1(OC(CC(C1)C(=O)O)(C)C)C (2,2,6,6-Tetramethyl-tetrahydro-pyran-4-carboxylic acid). The yield is 79.7%. Reaction SMILES: [CH3:1][C:2]1([CH3:11])[CH2:7][C:6](=O)[CH2:5][C:4]([CH3:10])([CH3:9])[O:3]1.C1(C)C=CC(S(C[N+]#[C-])(=O)=O)=CC=1.[C:25]([OH:29])(C)(C)C.CC(C)([O-:33])C.[K+]>C(COC)OC.C(OCC)C>[CH3:1][C:2]1([CH3:11])[CH2:7][CH:6]([C:25]([OH:29])=[O:33])[CH2:5][C:4]([CH3:10])([CH3:9])[O:3]1 |f:3.4|. Reported procedure: To a solution of 2,2,6,6-tetramethyl-tetrahydro-pyran-4-one (3.00 g, 19.20 mmol), p-toluenesulfonylmethyl isocyanide (4.90 g, 24.96 mmol), and t-butanol (3.06 mL, 32.64 mmol) in 75 mL dimethoxyethane at 0° C. was added potassium t-butoxide (5.38 g, 48.01 mmol) at such a rate that the temperature did not increase above 10° C. After addition was complete the mixture was allow to attain RT and then heated at 35° C. overnight. The mixture was then cooled to RT and 50 mL of diethyl ether was added an... The reactants are O=C(O)CCCc1ccc(F)cc1, O. The product is O=C1CCCc2ccc(F)cc21. RXN SMILES: [F:1][c:2]1[cH:3][cH:4][c:5]([CH2:8][CH2:9][CH2:10][C:11](=[O:12])[OH:13])[cH:6][cH:7]1.[OH2:14]>>[F:1][c:2]1[cH:3][c:4]2[c:5]([cH:6][cH:7]1)[CH2:8][CH2:9][CH2:10][C:11]2=[O:13]. Reactants: CO, CC(NC(=O)OCc1ccccc1)c1nc2ccccc2[nH]1. The product is CC(N)c1nc2ccccc2[nH]1. As a reaction SMILES: [CH3:23][OH:24].[c:1]1([CH2:2][O:3][C:4](=[O:5])[NH:10][CH:11]([CH3:12])[c:13]2[n:14][c:15]3[c:16]([nH:17]2)[cH:18][cH:19][cH:20][cH:21]3)[cH:6][cH:7][cH:8][cH:9][cH:22]1>>[NH2:10][CH:11]([CH3:12])[c:13]1[nH:14][c:15]2[c:16]([n:17]1)[cH:18][cH:19][cH:20][cH:21]2. The reactants are CC(CC(C)=O)=O (2,4-pentandione), C(=C)S(=O)(=O)C (methyl vinyl sulfone). Reagents/catalysts: C(C)N(CC)CC (triethyl amine), N12CCCCCC2=NCCC1 (1,8-diazabicyclo-[5.4.0]-undec-7-ene). Solvent: C(C)O (ethanol). Reaction conditions: temperature 60 celsius, time 7 hour. The product is C(C)(=O)C(CCS(=O)(=O)C)(CCS(=O)(=O)C)C(C)=O (3,3-Diacetyl-1,5-bis(methylsulfonyl)-pentane). RXN SMILES: [CH3:1][C:2](=[O:7])[CH2:3][C:4](=[O:6])[CH3:5].[CH:8]([S:10]([CH3:13])(=[O:12])=[O:11])=[CH2:9]>C(N(CC)CC)C.N12CCCN=C1CCCCC2.C(O)C>[C:4]([C:3]([C:2](=[O:7])[CH3:1])([CH2:9][CH2:8][S:10]([CH3:13])(=[O:12])=[O:11])[CH2:9][CH2:8][S:10]([CH3:13])(=[O:12])=[O:11])(=[O:6])[CH3:5]. Reported procedure: 6 g of 2,4-pentandione and 3 drops of triethyl amine were mixed and 7 g of methyl vinyl sulfone was added dropwise at room temperature. After stirring at 60° C. for 7 hours, 5 drops of 1,8-diazabicyclo-[5.4.0]-undec-7-ene were added and the mixture was stirred at room temperature for 12 hours. The mixture was stirred with 25 ml of ethanol and neutralized after a white solid was precipitated. The mixture was poured into 200 ml of water and ice, and was kept in the refrigerator overnight. The solv...